This data is from the Open Reaction Database (ORD), a public repository of structured organic reaction records. The task is: describe an organic reaction: reactants, conditions, products, and yield Starting materials: O=C1C=2C=CC(=CC2CCC1)OS(=O)(=O)C(F)(F)F (Trifluoro-methanesulfonic acid 5-oxo-5,6,7,8-tetrahydro-naphthalen-2-yl ester), [F-].C(CCC)[N+](CCCC)(CCCC)CCCC (tetrabutylammonium fluoride), C1(=CC=CC=C1)S(=O)(=O)[O-].[Na+] (sodium benzenesulfonate), C([O-])([O-])=O.[Cs+].[Cs+] (cesium carbonate). Reagents/catalysts: [Pd].[Pd].C(C1=CC=CC=C1)=CC(=O)C=CC1=CC=CC=C1.C(C1=CC=CC=C1)=CC(=O)C=CC1=CC=CC=C1.C(C1=CC=CC=C1)=CC(=O)C=CC1=CC=CC=C1 (tris(dibenzylideneacetone) dipalladium(0)). Solvent: C1(=CC=CC=C1)C (toluene). The product is C1(=CC=CC=C1)S(=O)(=O)C=1C=C2CCCC(C2=CC1)=O (6-benzenesulfonyl-3,4-dihydro-2H-naphthalen-1-one). Isolated yield 43.7%. Reaction SMILES: [O:1]=[C:2]1[CH2:11][CH2:10][CH2:9][C:8]2[CH:7]=[C:6](OS(C(F)(F)F)(=O)=O)[CH:5]=[CH:4][C:3]1=2.[C:20]1([S:26]([O-])(=[O:28])=[O:27])[CH:25]=[CH:24][CH:23]=[CH:22][CH:21]=1.[Na+].C(=O)([O-])[O-].[Cs+].[Cs+].[F-].C([N+](CCCC)(CCCC)CCCC)CCC>[Pd].[Pd].C(=CC(C=CC1C=CC=CC=1)=O)C1C=CC=CC=1.C(=CC(C=CC1C=CC=CC=1)=O)C1C=CC=CC=1.C(=CC(C=CC1C=CC=CC=1)=O)C1C=CC=CC=1.C1(C)C=CC=CC=1>[C:20]1([S:26]([C:6]2[CH:7]=[C:8]3[C:3](=[CH:4][CH:5]=2)[C:2](=[O:1])[CH2:11][CH2:10][CH2:9]3)(=[O:28])=[O:27])[CH:25]=[CH:24][CH:23]=[CH:22][CH:21]=1 |f:1.2,3.4.5,6.7,8.9.10.11.12|. Reported procedure: Trifluoro-methanesulfonic acid 5-oxo-5,6,7,8-tetrahydro-naphthalen-2-yl ester (13.0 g, 0.044 mole), sodium benzenesulfonate (7.25 g, 0.044 mole), 4,5-bis(diphenylphosphino,-9,9-dimethyl Xanthos (1.1 g, 0.004 mole), tris(dibenzylideneacetone) dipalladium(0) (1.0 g, 0.004 mole), cesium carbonate (5.0 g) and tetrabutylammonium fluoride (5 mL of 1M in THF) were all added to 100 mL toluene, and the reaction mixture was refluxed for four hours. The reaction mixture was cooled to room temperature and p... Starting materials: CSC(=NCCSCc1cc2ccc(CN(C)C)cc2o1)NC#N, CCO, N. Yields the product CN(C)Cc1ccc2cc(CSCCNC(=N)NC#N)oc2c1. As a reaction SMILES: [C:1](#[N:2])[NH:3][C:4]([S:5][CH3:6])=[N:7][CH2:8][CH2:9][S:10][CH2:11][c:12]1[o:13][c:14]2[c:15]([cH:16]1)[cH:17][cH:18][c:19]([CH2:21][N:22]([CH3:23])[CH3:24])[cH:20]2.[CH3:26][CH2:27][OH:28].[NH3:25]>>[C:1](#[N:2])[NH:3][C:4]([NH:7][CH2:8][CH2:9][S:10][CH2:11][c:12]1[o:13][c:14]2[c:15]([cH:16]1)[cH:17][cH:18][c:19]([CH2:21][N:22]([CH3:23])[CH3:24])[cH:20]2)=[NH:25]. The reactants are CCOC(=O)CC(=O)OCC, Cc1ccccc1, Cl, [H-], [Na+], OC1CCCc2nc(SCc3cccc(Oc4ccccc4)c3)sc21, C1CCOC1, O=S(Cl)Cl. The product is CCOC(=O)C(C(=O)OCC)C1CCCc2nc(SCc3cccc(Oc4ccccc4)c3)sc21. As a reaction SMILES: [C:30]([CH2:31][C:32](=[O:33])[O:34][CH2:35][CH3:36])(=[O:37])[O:38][CH2:39][CH3:40].[CH3:49][c:50]1[cH:51][cH:52][cH:53][cH:54][cH:55]1.[ClH:43].[H-:41].[Na+:42].[O:1]([c:2]1[cH:3][cH:4][cH:5][cH:6][cH:7]1)[c:8]1[cH:9][c:10]([CH2:11][S:12][c:13]2[s:14][c:15]3[c:16]([n:17]2)[CH2:18][CH2:19][CH2:20][CH:21]3[OH:22])[cH:23][cH:24][cH:25]1.[O:44]1[CH2:45][CH2:46][CH2:47][CH2:48]1.[S:26]([Cl:27])([Cl:28])=[O:29]>>[O:1]([c:2]1[cH:3][cH:4][cH:5][cH:6][cH:7]1)[c:8]1[cH:9][c:10]([CH2:11][S:12][c:13]2[s:14][c:15]3[c:16]([n:17]2)[CH2:18][CH2:19][CH2:20][CH:21]3[CH:31]([C:30](=[O:37])[O:38][CH2:39][CH3:40])[C:32](=[O:33])[O:34][CH2:35][CH3:36])[cH:23][cH:24][cH:25]1. Starting materials: ClCCBr, [K+], [K+], O=C([O-])[O-], CN(C)C=O, O=[N+]([O-])c1ccccc1O. Product: O=[N+]([O-])c1ccccc1OCCCl. RXN SMILES: [Cl:11][CH2:12][CH2:13][Br:14].[K+:15].[K+:16].[O-:17][C:18]([O-:19])=[O:20].[O:21]=[CH:22][N:23]([CH3:24])[CH3:25].[OH:1][c:2]1[cH:3][cH:4][cH:5][cH:6][c:7]1[N+:8]([O-:9])=[O:10]>>[O:1]([c:2]1[cH:3][cH:4][cH:5][cH:6][c:7]1[N+:8]([O-:9])=[O:10])[CH2:13][CH2:12][Cl:11]. The reactants are C(C)(C)(C)C1=CC(=C(C=C1)C=1NC(C(N1)(C)C1=CC=C(C=C1)F)(C)C1=CC=C(C=C1)F)OCC (rac-(4S*,5R*)-2-(4-tert-Butyl-2-ethoxy-phenyl)-4,5-bis-(4-fluoro-phenyl)-4,5-dimethyl-4,5-dihydro-1H-imidazole), C(=O)(Cl)Cl (phosgene). The solvent is C(C)N(CC)CC (triethylamine). Product: C(C)(C)(C)C1=CC(=C(C=C1)C=1N(C(C(N1)(C)C1=CC=C(C=C1)F)(C)C1=CC=C(C=C1)F)C(=O)Cl)OCC (rac-(4S*,5R*)-2-(4-tert-butyl-2-ethoxy-phenyl)-4,5-bis-(4-fluoro-phenyl)-4,5-dimethyl-4,5-dihydro-imidazole-1-carbonyl chloride). As a reaction SMILES: [C:1]([C:5]1[CH:10]=[CH:9][C:8]([C:11]2[NH:12][C:13]([C:25]3[CH:30]=[CH:29][C:28]([F:31])=[CH:27][CH:26]=3)([CH3:24])[C:14]([C:17]3[CH:22]=[CH:21][C:20]([F:23])=[CH:19][CH:18]=3)([CH3:16])[N:15]=2)=[C:7]([O:32][CH2:33][CH3:34])[CH:6]=1)([CH3:4])([CH3:3])[CH3:2].[C:35](Cl)([Cl:37])=[O:36]>C(N(CC)CC)C>[C:1]([C:5]1[CH:10]=[CH:9][C:8]([C:11]2[N:15]([C:35]([Cl:37])=[O:36])[C:14]([C:17]3[CH:22]=[CH:21][C:20]([F:23])=[CH:19][CH:18]=3)([CH3:16])[C:13]([C:25]3[CH:26]=[CH:27][C:28]([F:31])=[CH:29][CH:30]=3)([CH3:24])[N:12]=2)=[C:7]([O:32][CH2:33][CH3:34])[CH:6]=1)([CH3:2])([CH3:3])[CH3:4]. Procedure: rac-(4S*,5R*)-2-(4-tert-Butyl-2-ethoxy-phenyl)-4,5-bis-(4-fluoro-phenyl)-4,5-dimethyl-4,5-dihydro-1H-imidazole was then reacted with phosgene in the presence of triethylamine to give rac-(4S*,5R*)-2-(4-tert-butyl-2-ethoxy-phenyl)-4,5-bis-(4-fluoro-phenyl)-4,5-dimethyl-4,5-dihydro-imidazole-1-carbonyl chloride. Starting materials: ClCCl, CCOCC, CCC(C)(C)OC(=O)Cl, CCOC(=O)Cc1csc(=N)[nH]1, O, c1ccncc1. Product: CCOC(=O)Cc1csc(NC(=O)OC(C)(C)CC)n1. Reaction SMILES: [CH2:34]([Cl:35])[Cl:36].[CH3:13][CH2:14][O:15][CH2:16][CH3:17].[Cl:18][C:19](=[O:20])[O:21][C:22]([CH3:23])([CH3:24])[CH2:25][CH3:26].[NH:1]=[c:2]1[s:3][cH:4][c:5]([CH2:7][C:8](=[O:9])[O:10][CH2:11][CH3:12])[nH:6]1.[OH2:27].[cH:28]1[cH:29][cH:30][n:31][cH:32][cH:33]1>>[NH:1]([c:2]1[s:3][cH:4][c:5]([CH2:7][C:8](=[O:9])[O:10][CH2:11][CH3:12])[n:6]1)[C:19](=[O:20])[O:21][C:22]([CH3:23])([CH3:24])[CH2:25][CH3:26]. Starting materials: BrC1=CC(=NC=C1)[C@@H]1N[C@]2(CC1)C(N(CC2)C)=O ((2R,5S)-2-(4-bromo-2-pyridyl)-7-methyl-1,7-diazaspiro[4.4]nonan-6-one), FC1=C(C=C(C=C1)O)B(O)O ((2-fluoro-5-hydroxy-phenyl)boronic acid), C([O-])([O-])=O.[Na+].[Na+] (sodium carbonate). Reagents/catalysts: C1([P]([Pd][P](C2=CC=CC=C2)(C3=CC=CC=C3)C4=CC=CC=C4)(C5=CC=CC=C5)C6=CC=CC=C6)=CC=CC=C1 (bis(triphenylphosphine)palladium). Run in CC#N (MeCN), O (water). Conditions: temperature 100 celsius. Yields the product FC1=C(C=C(C=C1)O)C1=CC(=NC=C1)[C@@H]1N[C@]2(CC1)C(N(CC2)C)=O ((2R,5S)-2-[4-(2-fluoro-5-hydroxy-phenyl)-2-pyridyl]-7-methyl-1,7-diazaspiro[4.4]nonan-6-one). The yield is 77.9%. As a reaction SMILES: Br[C:2]1[CH:7]=[CH:6][N:5]=[C:4]([C@H:8]2[CH2:12][CH2:11][C@@:10]3([CH2:16][CH2:15][N:14]([CH3:17])[C:13]3=[O:18])[NH:9]2)[CH:3]=1.[F:19][C:20]1[CH:25]=[CH:24][C:23]([OH:26])=[CH:22][C:21]=1B(O)O.C(=O)([O-])[O-].[Na+].[Na+]>CC#N.O.C1(C=CC=CC=1)[P](C1C=CC=CC=1)(C1C=CC=CC=1)[Pd][P](C1C=CC=CC=1)(C1C=CC=CC=1)C1C=CC=CC=1>[F:19][C:20]1[CH:25]=[CH:24][C:23]([OH:26])=[CH:22][C:21]=1[C:2]1[CH:7]=[CH:6][N:5]=[C:4]([C@H:8]2[CH2:12][CH2:11][C@@:10]3([CH2:16][CH2:15][N:14]([CH3:17])[C:13]3=[O:18])[NH:9]2)[CH:3]=1 |f:2.3.4,^1:45,59|. Procedure details: To a solution of (2R,5S)-2-(4-bromo-2-pyridyl)-7-methyl-1,7-diazaspiro[4.4]nonan-6-one (which may be prepared as described in Description 4) (140 mg, 0.4513 mmol) in MeCN (1.5 mL) and water (0.3000 mL) in a Smith microwave vessel was added (2-fluoro-5-hydroxy-phenyl)boronic acid (0.0774 g, 0.4965 mmol), bis(triphenylphosphine)palladium (II) dichloride (0.0095 g, 0.0135 mmol) and sodium carbonate (0.0957 g, 0.9027 mmol). The reaction vessel was sealed and purged with nitrogen. The reaction mixtur... Reported procedure: A solution of (R)-1-(4-chlorobenzyl)-3-(glycylamino)pyrrolidine (0.050 mmol) in CHCl3 (1.35 mL) and tert-butanol (0-15 mL) was treated with 3-bromo-4-methylbenzoic acid (0.060 mmol), diisopropylcarbodiimide (0.060 mmol), and HOBt (0.060 mmol). The reaction mixture was stirred at room temperature for 15 h. The mixture was loaded onto Varian™ SCX column, and washed with CH3OH/CHCl3 1:1 (12 mL) and CH3OH (12 mL). Product was eluted off using 2 N NH3 in CH3OH (5 mL) and concentrated to afford (R)-1-... Starting materials: ClC1=CC=C(CN2C[C@@H](CC2)NC(CN)=O)C=C1 ((R)-1-(4-chlorobenzyl)-3-(glycylamino)pyrrolidine), BrC=1C=C(C(=O)O)C=CC1C (3-bromo-4-methylbenzoic acid), C(C)(C)N=C=NC(C)C (diisopropylcarbodiimide), C=1C=CC2=C(C1)N=NN2O (HOBt). RXN SMILES: [Cl:1][C:2]1[CH:18]=[CH:17][C:5]([CH2:6][N:7]2[CH2:11][CH2:10][C@@H:9]([NH:12][C:13](=[O:16])[CH2:14][NH2:15])[CH2:8]2)=[CH:4][CH:3]=1.[Br:19][C:20]1[CH:21]=[C:22]([CH:26]=[CH:27][C:28]=1[CH3:29])[C:23](O)=[O:24].C(N=C=NC(C)C)(C)C.C1C=CC2N(O)N=NC=2C=1>C(Cl)(Cl)Cl.C(O)(C)(C)C>[Cl:1][C:2]1[CH:18]=[CH:17][C:5]([CH2:6][N:7]2[CH2:11][CH2:10][C@@H:9]([NH:12][C:13](=[O:16])[CH2:14][NH:15][C:23](=[O:24])[C:22]3[CH:26]=[CH:27][C:28]([CH3:29])=[C:20]([Br:19])[CH:21]=3)[CH2:8]2)=[CH:4][CH:3]=1. Run in C(Cl)(Cl)Cl (CHCl3), C(C)(C)(C)O (tert-butanol). Reaction conditions: time 15 hour. Yields the product ClC1=CC=C(CN2C[C@@H](CC2)NC(CNC(C2=CC(=C(C=C2)C)Br)=O)=O)C=C1 ((R)-1-(4-chlorobenzyl)-3-[{N-(3-bromo-4-methylbenzoyl)glycyl}amino]pyrrolidine). Reactants: F[B-](F)(F)F, CCC(N)C(=O)OC(C)(C)C, O=C(NC(C(=O)O)c1ccc(O)cc1)OCc1ccccc1, CN1CCOCC1, ClCCl, CN(C)C(On1nnc2ccccc21)=[N+](C)C. The product is CCC(NC(=O)C(NC(=O)OCc1ccccc1)c1ccc(O)cc1)C(=O)OC(C)(C)C. Reaction SMILES: [B-:41]([F:42])([F:43])([F:44])[F:45].[C:23]([CH3:24])([CH3:25])([CH3:26])[O:27][C:28]([CH:29]([CH2:30][CH3:31])[NH2:32])=[O:33].[CH2:1]([c:2]1[cH:3][cH:4][cH:5][cH:6][cH:7]1)[O:8][C:9](=[O:10])[NH:11][CH:12]([c:13]1[cH:14][cH:15][c:16]([OH:19])[cH:17][cH:18]1)[C:20](=[O:21])[OH:22].[CH3:34][N:35]1[CH2:36][CH2:37][O:38][CH2:39][CH2:40]1.[Cl:63][CH2:64][Cl:65].[n:46]1([O:47][C:48]([N:49]([CH3:50])[CH3:51])=[N+:52]([CH3:53])[CH3:54])[c:55]2[cH:56][cH:57][cH:58][cH:59][c:60]2[n:61][n:62]1>>[CH2:1]([c:2]1[cH:3][cH:4][cH:5][cH:6][cH:7]1)[O:8][C:9](=[O:10])[NH:11][CH:12]([c:13]1[cH:14][cH:15][c:16]([OH:19])[cH:17][cH:18]1)[C:20](=[O:22])[NH:32][CH:29]([C:28]([O:27][C:23]([CH3:24])([CH3:25])[CH3:26])=[O:33])[CH2:30][CH3:31].